From a dataset of the Open Reaction Database (ORD), a public repository of structured organic reaction records. describe an organic reaction: reactants, conditions, products, and yield Yields the product Nc1cc2c(s1)CCN(C(C(=O)C1CC1)c1ccccc1F)C2, [Cl-]. As a reaction SMILES: [CH:3]1([C:6](=[O:7])[CH:8]([c:9]2[c:10]([F:15])[cH:11][cH:12][cH:13][cH:14]2)[N:16]2[CH2:17][c:18]3[c:19]([s:22][c:23]([N+:25]([O-:26])=[O:27])[cH:24]3)[CH2:20][CH2:21]2)[CH2:4][CH2:5]1.[ClH:1].[ClH:2].[OH2:29].[Sn:28]>>[CH:3]1([C:6](=[O:7])[CH:8]([c:9]2[c:10]([F:15])[cH:11][cH:12][cH:13][cH:14]2)[N:16]2[CH2:17][c:18]3[c:19]([s:22][c:23]([NH2:25])[cH:24]3)[CH2:20][CH2:21]2)[CH2:4][CH2:5]1.[Cl-:1]. Reactants: O=C(C1CC1)C(c1ccccc1F)N1CCc2sc([N+](=O)[O-])cc2C1, Cl, Cl, O, [Sn]. Starting materials: COc1cc2nccc(Oc3ccc(N)c(C)c3C)c2cc1OC, Cc1ccccc1, CCO, O=C(N=C=S)c1ccccc1Cl. The product is COc1cc2nccc(Oc3ccc(NC(=S)NC(=O)c4ccccc4Cl)c(C)c3C)c2cc1OC. As a reaction SMILES: [CH3:13][O:14][c:15]1[cH:16][c:17]2[c:18]([O:27][c:28]3[c:29]([CH3:36])[c:30]([CH3:35])[c:31]([NH2:32])[cH:33][cH:34]3)[cH:19][cH:20][n:21][c:22]2[cH:23][c:24]1[O:25][CH3:26].[CH3:37][c:38]1[cH:39][cH:40][cH:41][cH:42][cH:43]1.[CH3:44][CH2:45][OH:46].[Cl:1][c:2]1[c:3]([C:8](=[O:9])[N:10]=[C:11]=[S:12])[cH:4][cH:5][cH:6][cH:7]1>>[Cl:1][c:2]1[c:3]([C:8](=[O:9])[NH:10][C:11](=[S:12])[NH:32][c:31]2[c:30]([CH3:35])[c:29]([CH3:36])[c:28]([O:27][c:18]3[c:17]4[cH:16][c:15]([O:14][CH3:13])[c:24]([O:25][CH3:26])[cH:23][c:22]4[n:21][cH:20][cH:19]3)[cH:34][cH:33]2)[cH:4][cH:5][cH:6][cH:7]1. The reactants are Cn1cc(B2OC(C)(C)C(C)(C)O2)cn1, C1CCC(P(C2CCCCC2)C2CCCCC2)CC1, CC1CC(O)CCC1Nc1ncc(C#N)c2[nH]c3cc(Cl)ccc3c12, [K+], [K+], [K+], O=C(C=Cc1ccccc1)C=Cc1ccccc1, O=C(C=Cc1ccccc1)C=Cc1ccccc1, O=C(C=Cc1ccccc1)C=Cc1ccccc1, O=P([O-])([O-])[O-], [Pd], [Pd]. Product: CC1CC(O)CCC1Nc1ncc(C#N)c2[nH]c3cc(-c4cnn(C)c4)ccc3c12. As a reaction SMILES: [CH3:26][n:27]1[n:28][cH:29][c:30]([B:32]2[O:33][C:34]([CH3:35])([CH3:36])[C:37]([CH3:38])([CH3:39])[O:40]2)[cH:31]1.[CH:41]1([P:42]([CH:43]2[CH2:44][CH2:45][CH2:46][CH2:47][CH2:48]2)[CH:49]2[CH2:50][CH2:51][CH2:52][CH2:53][CH2:54]2)[CH2:55][CH2:56][CH2:57][CH2:58][CH2:59]1.[Cl:1][c:2]1[cH:3][cH:4][c:5]2[c:6]3[c:7]([nH:8][c:9]2[cH:10]1)[c:11]([C:24]#[N:25])[cH:12][n:13][c:14]3[NH:15][CH:16]1[CH:17]([CH3:23])[CH2:18][CH:19]([OH:22])[CH2:20][CH2:21]1.[K+:65].[K+:66].[K+:67].[O:106]=[C:107]([CH:108]=[CH:109][c:110]1[cH:111][cH:112][cH:113][cH:114][cH:115]1)[CH:116]=[CH:117][c:118]1[cH:119][cH:120][cH:121][cH:122][cH:123]1.[O:70]=[C:71]([CH:72]=[CH:73][c:74]1[cH:75][cH:76][cH:77][cH:78][cH:79]1)[CH:80]=[CH:81][c:82]1[cH:83][cH:84][cH:85][cH:86][cH:87]1.[O:88]=[C:89]([CH:90]=[CH:91][c:92]1[cH:93][cH:94][cH:95][cH:96][cH:97]1)[CH:98]=[CH:99][c:100]1[cH:101][cH:102][cH:103][cH:104][cH:105]1.[P:60]([O-:61])([O-:62])([O-:63])=[O:64].[Pd:68].[Pd:69]>>[c:2]1(-[c:30]2[cH:29][n:28][n:27]([CH3:26])[cH:31]2)[cH:3][cH:4][c:5]2[c:6]3[c:7]([nH:8][c:9]2[cH:10]1)[c:11]([C:24]#[N:25])[cH:12][n:13][c:14]3[NH:15][CH:16]1[CH:17]([CH3:23])[CH2:18][CH:19]([OH:22])[CH2:20][CH2:21]1.